From a dataset of the Open Reaction Database (ORD), a public repository of structured organic reaction records. describe an organic reaction: reactants, conditions, products, and yield Reactants: [BH4-], CCOC(C)=O, CCO, O=C(O)CCc1cc(CCNS(=O)(=O)c2ccc(Cl)cc2)cc(C(=O)c2ccc(F)cc2)c1, Cl, [Na+]. Product: O=C(O)CCc1cc(CCNS(=O)(=O)c2ccc(Cl)cc2)cc(C(O)c2ccc(F)cc2)c1. As a reaction SMILES: [BH4-:1].[CH3:37][CH2:38][O:39][C:40](=[O:41])[CH3:42].[CH3:43][CH2:44][OH:45].[Cl:3][c:4]1[cH:5][cH:6][c:7]([S:10](=[O:11])(=[O:12])[NH:13][CH2:14][CH2:15][c:16]2[cH:17][c:18]([CH2:31][CH2:32][C:33](=[O:34])[OH:35])[cH:19][c:20]([C:22]([c:23]3[cH:24][cH:25][c:26]([F:29])[cH:27][cH:28]3)=[O:30])[cH:21]2)[cH:8][cH:9]1.[ClH:36].[Na+:2]>>[Cl:3][c:4]1[cH:5][cH:6][c:7]([S:10](=[O:11])(=[O:12])[NH:13][CH2:14][CH2:15][c:16]2[cH:17][c:18]([CH2:31][CH2:32][C:33](=[O:34])[OH:35])[cH:19][c:20]([CH:22]([c:23]3[cH:24][cH:25][c:26]([F:29])[cH:27][cH:28]3)[OH:30])[cH:21]2)[cH:8][cH:9]1. The reactants are O=S1(CCN(CC1)C[C@@H](C(F)(F)F)O)=O ((S)-3-(1,1-dioxo-1λ6-thiomorpholin-4-yl)-1,1,1-trifluoro-propan-2-ol), C(C)#N (acetonitrile), Cl (HCl), ClC1=CC=C(C=C1)N=C=O (1-Chloro-4-isocyanatobenzene). The solvent is CCOCC (ether), CCCCCC (hexane). Run at time 8 hour. Product: Cl.O=S1(CCN(CC1)C[C@@H](C(F)(F)F)OC(NC1=CC=C(C=C1)Cl)=O)=O ((4-chlorophenyl)-carbamic acid (S)-1-(1,1-dioxo-1λ6-thiomorpholin-4-ylmethyl)-2,2,2-trifluoroethyl ester hydrochloride). Isolated yield 47.2%. Reaction SMILES: [O:1]=[S:2]1(=[O:15])[CH2:7][CH2:6][N:5]([CH2:8][C@H:9]([OH:14])[C:10]([F:13])([F:12])[F:11])[CH2:4][CH2:3]1.C(#N)C.[Cl:19][C:20]1[CH:25]=[CH:24][C:23]([N:26]=[C:27]=[O:28])=[CH:22][CH:21]=1.Cl>CCOCC.CCCCCC>[ClH:19].[O:15]=[S:2]1(=[O:1])[CH2:3][CH2:4][N:5]([CH2:8][C@H:9]([O:14][C:27](=[O:28])[NH:26][C:23]2[CH:24]=[CH:25][C:20]([Cl:19])=[CH:21][CH:22]=2)[C:10]([F:13])([F:11])[F:12])[CH2:6][CH2:7]1 |f:6.7|. Procedure: In a 10 mL round-bottomed flask, (S)-3-(1,1-dioxo-1λ6-thiomorpholin-4-yl)-1,1,1-trifluoro-propan-2-ol (120 mg, 485 μmol) was combined with acetonitrile (5.00 ml) to give a colorless solution. 1-Chloro-4-isocyanatobenzene (74.5 mg, 485 μmol) was added and the resulting mixture was stirred at room temperature overnight. The crude reaction mixture was concentrated in vacuo and purified on a silica column (hexane to 60% EtOAc/hexane gradient) to afford an oil. This oil was dissolved in ether and hex... The reactants are C(C)OC(=O)C=1C(=NNC1)COC(C)(C)C (3-tert-butyloxymethyl-1H-pyrazole-4-carboxylic acid ethyl ester), FC(C(=O)O)(F)F (trifluoroacetic acid). Run in ClCCl (dichloromethane). Conditions: time 1.5 hour. The product is C(C)OC(=O)C=1C(=NNC1)CO (3-hydroxymethyl-1H-pyrazole-4-carboxylic acid ethyl ester). The yield is 95.7%. RXN SMILES: [CH2:1]([O:3][C:4]([C:6]1[C:7]([CH2:11][O:12]C(C)(C)C)=[N:8][NH:9][CH:10]=1)=[O:5])[CH3:2].FC(F)(F)C(O)=O>ClCCl>[CH2:1]([O:3][C:4]([C:6]1[C:7]([CH2:11][OH:12])=[N:8][NH:9][CH:10]=1)=[O:5])[CH3:2]. Reported procedure: A solution of 3-tert-butyloxymethyl-1H-pyrazole-4-carboxylic acid ethyl ester [3.46 g, Reference Example 42] in dichloromethane (25 ml) was treated with trifluoroacetic acid (25 ml). The mixture was stirred for 1.5 hours and then concentrated. The residue was partitioned between saturated sodium carbonate solution and ethyl acetate. The organic layer was dried over magnesium sulfate and then evaporated to give 3-hydroxymethyl-1H-pyrazole-4-carboxylic acid ethyl ester (2.49 g) as a brown solid wh... Starting materials: C1CCC2=NCCCN2CC1, COCCOC, Cc1coc(-c2nc(N)nc(S(C)=O)c2C#N)c1, OCCc1ccccn1. Yields the product Cc1coc(-c2nc(N)nc(OCCc3ccccn3)c2C#N)c1. RXN SMILES: [CH2:28]1[CH2:29][CH2:30][C:31]2=[N:36][CH2:35][CH2:34][CH2:33][N:32]2[CH2:37][CH2:38]1.[CH3:39][O:40][CH2:41][CH2:42][O:43][CH3:44].[NH2:1][c:2]1[n:3][c:4](-[c:13]2[o:14][cH:15][c:16]([CH3:18])[cH:17]2)[c:5]([C:11]#[N:12])[c:6]([S:8]([CH3:9])=[O:10])[n:7]1.[OH:19][CH2:20][CH2:21][c:22]1[n:23][cH:24][cH:25][cH:26][cH:27]1>>[NH2:1][c:2]1[n:3][c:4](-[c:13]2[o:14][cH:15][c:16]([CH3:18])[cH:17]2)[c:5]([C:11]#[N:12])[c:6]([O:19][CH2:20][CH2:21][c:22]2[n:23][cH:24][cH:25][cH:26][cH:27]2)[n:7]1. Starting materials: CC(C)(C)[O-], CC(=O)O, N#CCOc1ccc(Cl)cc1, O=[N+]([O-])c1ccc(Cl)nc1, Cl, [K+], C1CCOC1. Yields the product N#CCc1nc(Cl)ccc1[N+](=O)[O-]. RXN SMILES: [CH3:1][C:2]([CH3:3])([O-:4])[CH3:5].[CH3:28][C:29](=[O:30])[OH:31].[Cl:17][c:18]1[cH:19][cH:20][c:21]([O:22][CH2:23][C:24]#[N:25])[cH:26][cH:27]1.[Cl:7][c:8]1[n:9][cH:10][c:11]([N+:14](=[O:15])[O-:16])[cH:12][cH:13]1.[ClH:32].[K+:6].[O:33]1[CH2:34][CH2:35][CH2:36][CH2:37]1>>[Cl:7][c:8]1[n:9][c:10]([CH2:23][C:24]#[N:25])[c:11]([N+:14](=[O:15])[O-:16])[cH:12][cH:13]1. The reactants are COC1=CC=C(C=C1)\C=C/1\C(C=2C=C(C=NC2CC1)C)=O ((E)-7,8-Dihydro-6-(4-methoxyphenyl)methylene-3-methylquinolin-5[6H]one), [BH4-].[Na+] (sodium borohydride). The solvent is CC(C)O (IPA). Yields the product OC1C=2C=C(C=NC2CCC1CC1=CC=C(C=C1)OC)C (5,6,7,8-Tetrahydro-5-hydroxy-6-((4-methoxyphenyl)methyl)-3-methylquinoline). Yield: 78.9%. As a reaction SMILES: [CH3:1][O:2][C:3]1[CH:8]=[CH:7][C:6](/[CH:9]=[C:10]2/[C:11](=[O:21])[C:12]3[CH:13]=[C:14]([CH3:20])[CH:15]=[N:16][C:17]=3[CH2:18][CH2:19]/2)=[CH:5][CH:4]=1.[BH4-].[Na+]>CC(O)C>[OH:21][CH:11]1[CH:10]([CH2:9][C:6]2[CH:5]=[CH:4][C:3]([O:2][CH3:1])=[CH:8][CH:7]=2)[CH2:19][CH2:18][C:17]2[N:16]=[CH:15][C:14]([CH3:20])=[CH:13][C:12]1=2 |f:1.2|. Reported procedure: (E)-7,8-Dihydro-6-(4-methoxyphenyl)methylene-3-methylquinolin-5[6H]one (5 g, prepared according to Example 5) was suspended in IPA (20 ml) and sodium borohydride (1.5 g) was added. The mixture was heated at reflux for 3 hours and the solvent was then evaporated and the residue treated with 2N HCl. The acidic solution was washed with diethyl ether and was basified with solid sodium carbonate. The aqueous layer was extracted into ethyl acetate and the organic solution dried (MgSO4) and evaporated ...